Dataset: the Open Reaction Database (ORD), a public repository of structured organic reaction records. Task: describe an organic reaction: reactants, conditions, products, and yield Reactants: CC(=C)C (2-methylpropene), FC1=CC=C(C=C1)C(CN1N=CN=C1)=O (4'-fluoro-2-(1H-1,2,4-triazol-1-yl)acetophenone). Product: FC1=CC=C(C=C1)C1(OCC1(C)C)CN1N=CN=C1 (2-(4-Fluorophenyl)-3,3-dimethyl-2-[(1H-1,2,4-triazol-1-yl)methyl]oxetane). The yield is 2.0%. RXN SMILES: [CH3:1][C:2]([CH3:4])=[CH2:3].[F:5][C:6]1[CH:11]=[CH:10][C:9]([C:12](=[O:19])[CH2:13][N:14]2[CH:18]=[N:17][CH:16]=[N:15]2)=[CH:8][CH:7]=1>>[F:5][C:6]1[CH:11]=[CH:10][C:9]([C:12]2([CH2:13][N:14]3[CH:18]=[N:17][CH:16]=[N:15]3)[C:2]([CH3:4])([CH3:3])[CH2:1][O:19]2)=[CH:8][CH:7]=1. Procedure details: Following a procedure similar to that described in Example 39, but using 2-methylpropene and 4'-fluoro-2-(1H-1,2,4-triazol-1-yl)acetophenone, the title compound, melting at 110° C., was obtained in a 2% yield. The reactants are CCO, Cl, [Li+], [OH-], O, COC(=O)c1ccc(-c2nn(C(c3ccccc3)(c3ccccc3)c3ccccc3)cc2-c2ccc3ncc(-c4nccs4)n3c2)s1. The product is O=C(O)c1ccc(-c2nn(C(c3ccccc3)(c3ccccc3)c3ccccc3)cc2-c2ccc3ncc(-c4nccs4)n3c2)s1. As a reaction SMILES: [CH3:50][CH2:51][OH:52].[ClH:53].[Li+:48].[OH-:49].[OH2:54].[s:1]1[c:2](-[c:6]2[cH:7][n:8][c:9]3[n:10]2[cH:11][c:12](-[c:15]2[c:16](-[c:39]4[cH:40][cH:41][c:42]([C:44](=[O:45])[O:46][CH3:47])[s:43]4)[n:17][n:18]([C:20]([c:21]4[cH:22][cH:23][cH:24][cH:25][cH:26]4)([c:27]4[cH:28][cH:29][cH:30][cH:31][cH:32]4)[c:33]4[cH:34][cH:35][cH:36][cH:37][cH:38]4)[cH:19]2)[cH:13][cH:14]3)[n:3][cH:4][cH:5]1>>[s:1]1[c:2](-[c:6]2[cH:7][n:8][c:9]3[n:10]2[cH:11][c:12](-[c:15]2[c:16](-[c:39]4[cH:40][cH:41][c:42]([C:44](=[O:45])[OH:46])[s:43]4)[n:17][n:18]([C:20]([c:21]4[cH:22][cH:23][cH:24][cH:25][cH:26]4)([c:27]4[cH:28][cH:29][cH:30][cH:31][cH:32]4)[c:33]4[cH:34][cH:35][cH:36][cH:37][cH:38]4)[cH:19]2)[cH:13][cH:14]3)[n:3][cH:4][cH:5]1. The reactants are ClC=1C=NC=2C=CC(N3C2C1C(C3)CN3CCC(CC3)NCC=3C=CC=1SCC(NC1N3)=O)=O (Racemic 3-chloro-4-[(4-{[(3-oxo-3,4-dihydro-2H-pyrido[3,2-b][1,4]thiazin-6-yl)methyl]amino}-1-piperidinyl)methyl]-4,5-dihydro-7H-pyrrolo[3,2,1-de]-1,5-naphthyridin-7-one), C1(=C(C(=C(C(=C1F)F)F)N)F)N.Cl.Cl (dihydrochloride), Cl.C(C)OCC (HCl diethyl ether). Run in C(Cl)(Cl)Cl (chloroform). Yields the product Cl.Cl.ClC=1C=NC=2C=CC(N3C2C1C(C3)CN3CCC(CC3)NCC=3C=CC=1SCC(NC1N3)=O)=O (Racemic 3-chloro-4-[(4-{[(3-oxo-3,4-dihydro-2H-pyrido[3,2-b][1,4]thiazin-6-yl)methyl]amino}-1-piperidinyl)methyl]-4,5-dihydro-7H-pyrrolo[3,2,1-de]-1,5-naphthyridin-7-one dihydrochloride). Reaction SMILES: [Cl:1][C:2]1[CH:3]=[N:4][C:5]2[CH:6]=[CH:7][C:8](=[O:34])[N:9]3[CH2:13][CH:12]([CH2:14][N:15]4[CH2:20][CH2:19][CH:18]([NH:21][CH2:22][C:23]5[CH:24]=[CH:25][C:26]6[S:27][CH2:28][C:29](=[O:33])[NH:30][C:31]=6[N:32]=5)[CH2:17][CH2:16]4)[C:11]=1[C:10]=23.C1(N)C(F)=C(F)C(F)=C(N)C=1F.[ClH:47].Cl.Cl.C(OCC)C>C(Cl)(Cl)Cl>[ClH:1].[ClH:47].[Cl:1][C:2]1[CH:3]=[N:4][C:5]2[CH:6]=[CH:7][C:8](=[O:34])[N:9]3[CH2:13][CH:12]([CH2:14][N:15]4[CH2:20][CH2:19][CH:18]([NH:21][CH2:22][C:23]5[CH:24]=[CH:25][C:26]6[S:27][CH2:28][C:29](=[O:33])[NH:30][C:31]=6[N:32]=5)[CH2:17][CH2:16]4)[C:11]=1[C:10]=23 |f:1.2.3,4.5,7.8.9|. Reported procedure: Racemic 3-chloro-4-[(4-{[(3-oxo-3,4-dihydro-2H-pyrido[3,2-b][1,4]thiazin-6-yl)methyl]amino}-1-piperidinyl)methyl]-4,5-dihydro-7H-pyrrolo[3,2,1-de]-1,5-naphthyridin-7-one was converted to the dihydrochloride by dissolving in chloroform and adding 1M HCl/diethyl ether then evaporating to dryness. MS as that of free base. The reactants are BrC1=C(C(=CC=C1)F)C (1-bromo-3-fluoro-2-methylbenzene), C[S-].[Na+] (sodium methanethiolate), C([O-])([O-])=O.[Na+].[Na+] (sodium carbonate). Solvent: CN(C=O)C (N,N-dimethylformamide). Reaction conditions: temperature 150 celsius, time 15 minute. Yields the product BrC1=C(C(=CC=C1)SC)C (1-BROMO-2-METHYL-3-(METHYLTHIO)BENZENE). Yield: 57.8%. As a reaction SMILES: [Br:1][C:2]1[CH:7]=[CH:6][CH:5]=[C:4](F)[C:3]=1[CH3:9].[CH3:10][S-:11].[Na+].C(=O)([O-])[O-].[Na+].[Na+]>CN(C)C=O>[Br:1][C:2]1[CH:7]=[CH:6][CH:5]=[C:4]([S:11][CH3:10])[C:3]=1[CH3:9] |f:1.2,3.4.5|. Procedure details: To a solution of 1-bromo-3-fluoro-2-methylbenzene (2.0 g, 10.6 mmol) in N,N-dimethylformamide (10 ml) was added sodium methanethiolate (0.85 g, 11.7 mmol) and the mixture was stirred for 15 min at 150° C. After cooling, aqueous sodium carbonate (10%, 50 ml) was added and the phases were separated. The aqueous phase was extracted with ethylacetate (2×50 ml) and the combined organic phases was dried (MgSO4) and evaporated under reduced pressure to give an oil. The residue was purified by flash col...